This data is from the Open Reaction Database (ORD), a public repository of structured organic reaction records. The task is: describe an organic reaction: reactants, conditions, products, and yield Starting materials: ClC1=C(C=CC2=C1C(N(CC=1N2C=NC1C=1SC=C(N1)CCl)C)=O)F (7-chloro-3-(4-chloromethyl-thiazol-2-yl)-8-fluoro-5-methyl-5,6-dihydro-4H-imidazo[1,5-a][1,4]benzodiazepin-6-one), C(CC)NCCC (dipropylamine). Run in O1CCCC1 (tetrahydrofuran). Yields the product ClC1=C(C=CC2=C1C(N(CC=1N2C=NC1C=1SC=C(N1)CN(CCC)CCC)C)=O)F (7-chloro-3-(4-dipropylaminomethyl-thiazol-2-yl)-8-fluoro-5-methyl-5,6-dihydro-4H-imidazo[1,5-a][1,4]-benzodiazepin-6-one). Isolated yield 38.7%. RXN SMILES: [Cl:1][C:2]1[C:7]2[C:8](=[O:24])[N:9]([CH3:23])[CH2:10][C:11]3[N:12]([CH:13]=[N:14][C:15]=3[C:16]3[S:17][CH:18]=[C:19]([CH2:21]Cl)[N:20]=3)[C:6]=2[CH:5]=[CH:4][C:3]=1[F:25].[CH2:26]([NH:29][CH2:30][CH2:31][CH3:32])[CH2:27][CH3:28]>O1CCCC1>[Cl:1][C:2]1[C:7]2[C:8](=[O:24])[N:9]([CH3:23])[CH2:10][C:11]3[N:12]([CH:13]=[N:14][C:15]=3[C:16]3[S:17][CH:18]=[C:19]([CH2:21][N:29]([CH2:30][CH2:31][CH3:32])[CH2:26][CH2:27][CH3:28])[N:20]=3)[C:6]=2[CH:5]=[CH:4][C:3]=1[F:25]. Procedure details: A suspension of 1.11 g (0.0028 mol) of 7-chloro-3-(4-chloromethyl-thiazol-2-yl)-8-fluoro-5-methyl-5,6-dihydro-4H-imidazo[1,5-a][1,4]benzodiazepin-6-one in 80 ml of tetrahydrofuran was treated with 7.6 ml (0.056 mol) of dipropylamine. After stirring at reflux for 24 hrs. the solution obtained was completely freed from the solvents. The residue was chromatographed over silica gel with acetonitrile as the eluent and recrystallized from hot isopropyl ether. There was obtained 0.50 g (39%) of 7-chlor... Starting materials: COC1CN(Cc2ccccc2)CC1NC(=O)OC(C)(C)C, CO. Product: COC1CNCC1NC(=O)OC(C)(C)C. As a reaction SMILES: [CH2:1]([c:2]1[cH:3][cH:4][cH:5][cH:6][cH:7]1)[N:8]1[CH2:9][CH:10]([NH:15][C:16]([O:17][C:18]([CH3:19])([CH3:20])[CH3:21])=[O:22])[CH:11]([O:13][CH3:14])[CH2:12]1.[CH3:23][OH:24]>>[NH:8]1[CH2:9][CH:10]([NH:15][C:16]([O:17][C:18]([CH3:19])([CH3:20])[CH3:21])=[O:22])[CH:11]([O:13][CH3:14])[CH2:12]1. Reactants: crude product, BrC1=C(C=C(C=C1)O)OC (4-Bromo-3-methoxyphenol), C(C)(C)(C)[Si](C)(C)Cl (tert-Butylchlorodimethylsilane), CCN(C(C)C)C(C)C (DIPEA). The solvent is O (water), C(Cl)Cl (DCM). Reaction conditions: time 8 hour. Yields the product BrC1=C(C=C(O[Si](C)(C)C(C)(C)C)C=C1)OC ((4-Bromo-3-methoxyphenoxy)(tert-butyl)dimethylsilane). Reaction SMILES: [Br:1][C:2]1[CH:7]=[CH:6][C:5]([OH:8])=[CH:4][C:3]=1[O:9][CH3:10].CCN(C(C)C)C(C)C.[C:20]([Si:24](Cl)([CH3:26])[CH3:25])([CH3:23])([CH3:22])[CH3:21]>C(Cl)Cl.O>[Br:1][C:2]1[CH:7]=[CH:6][C:5]([O:8][Si:24]([C:20]([CH3:23])([CH3:22])[CH3:21])([CH3:26])[CH3:25])=[CH:4][C:3]=1[O:9][CH3:10]. Reported procedure: 4-Bromo-3-methoxyphenol (254 g, 1251 mmol) was dissolved in DCM (2500 mL) and treated with DIPEA (437 mL, 2502 mmol) under nitrogen atmosphere. tert-Butylchlorodimethylsilane (198 g, 1314 mmol) was added and the reaction mixture was stirred at room temperature overnight. The crude product was diluted with water and the organic layer was extracted then dried over sodium sulfate and concentrated.